From a dataset of the Open Reaction Database (ORD), a public repository of structured organic reaction records. describe an organic reaction: reactants, conditions, products, and yield Starting materials: ClC1=C(C(=CC(=C1)C(F)(F)F)Cl)NN (2,6-dichloro-4-trifluoromethylphenylhydrazine), C(#N)C(C(=O)OCC)=COCC (ethyl 2-cyano-3-ethoxyacrylate). Solvent: C(C)O (ethanol). Reaction conditions: time 24 hour. Yields the product NC1=C(C=NN1C1=C(C=C(C=C1Cl)C(F)(F)F)Cl)C(=O)OCC (ethyl 5-amino-1-(2,6-dichloro-4-trifluoromethylphenyl)-1H-pyrazole-4-carboxylate). RXN SMILES: [Cl:1][C:2]1[CH:7]=[C:6]([C:8]([F:11])([F:10])[F:9])[CH:5]=[C:4]([Cl:12])[C:3]=1[NH:13][NH2:14].[C:15]([C:17](=[CH:23]OCC)[C:18]([O:20][CH2:21][CH3:22])=[O:19])#[N:16]>C(O)C>[NH2:16][C:15]1[N:13]([C:3]2[C:2]([Cl:1])=[CH:7][C:6]([C:8]([F:9])([F:11])[F:10])=[CH:5][C:4]=2[Cl:12])[N:14]=[CH:23][C:17]=1[C:18]([O:20][CH2:21][CH3:22])=[O:19]. Procedure details: A solution of 2,6-dichloro-4-trifluoromethylphenylhydrazine (10 g) and ethyl 2-cyano-3-ethoxyacrylate (7.0 g) in absolute ethanol (200 ml) was heated under reflux with stirring for 24 hours. Evaporation of solvent and recrystallisation from diisopropyl ether gave ethyl 5-amino-1-(2,6-dichloro-4-trifluoromethylphenyl)-1H-pyrazole-4-carboxylate, m.p. 131°-134°. Reactants: solution, C(=O)(Cl)Cl (phosgene), CCN(C(C)C)C(C)C (DIEA), NC1=C(C=C(C=C1)C1=NC(=NC=2OC(CN(C(C21)=O)CC)(C)C)N2CC1CCC(C2)O1)F (4-(4-amino-3-fluorophenyl)-6-ethyl-8,8-dimethyl-2-(8-oxa-3-azabicyclo[3.2.1]oct-3-yl)-7,8-dihydro-6H-9-oxa-1,3,6-triazabenzocyclohepten-5-one), OC(CN)(C)C (2-hydroxy-2-methylpropylamine). Solvent: C1(=CC=CC=C1)C (toluene), C(Cl)Cl (DCM), O (water), O1CCOCC1 (dioxane), O1CCOCC1 (dioxane). Conditions: time 16 hour. Yields the product C(C)N1C(C2=C(OC(C1)(C)C)N=C(N=C2C2=CC(=C(C=C2)NC(=O)NCC(C)(C)O)F)N2CC1CCC(C2)O1)=O (1-{4-[6-ethyl-8,8-dimethyl-2-(8-oxa-3-azabicyclo[3.2.1]oct-3-yl)-5-oxo-5,6,7,8-tetrahydro-9-oxa-1,3,6-triazabenzocyclohepten-4-yl]-2-fluorophenyl}-3-(2-hydroxy-2-methylpropyl)urea). Isolated yield 52.3%. Reaction SMILES: [NH2:1][C:2]1[CH:7]=[CH:6][C:5]([C:8]2[C:18]3[C:17](=[O:19])[N:16]([CH2:20][CH3:21])[CH2:15][C:14]([CH3:23])([CH3:22])[O:13][C:12]=3[N:11]=[C:10]([N:24]3[CH2:30][CH:29]4[O:31][CH:26]([CH2:27][CH2:28]4)[CH2:25]3)[N:9]=2)=[CH:4][C:3]=1[F:32].[C:33](Cl)(Cl)=[O:34].CCN(C(C)C)C(C)C.[OH:46][C:47]([CH3:51])([CH3:50])[CH2:48][NH2:49]>O1CCOCC1.C1(C)C=CC=CC=1.O.C(Cl)Cl>[CH2:20]([N:16]1[CH2:15][C:14]([CH3:22])([CH3:23])[O:13][C:12]2[N:11]=[C:10]([N:24]3[CH2:25][CH:26]4[O:31][CH:29]([CH2:28][CH2:27]4)[CH2:30]3)[N:9]=[C:8]([C:5]3[CH:6]=[CH:7][C:2]([NH:1][C:33]([NH:49][CH2:48][C:47]([OH:46])([CH3:51])[CH3:50])=[O:34])=[C:3]([F:32])[CH:4]=3)[C:18]=2[C:17]1=[O:19])[CH3:21]. Procedure: 100 mg (226.5 μmol) of 4-(4-amino-3-fluorophenyl)-6-ethyl-8,8-dimethyl-2-(8-oxa-3-azabicyclo[3.2.1]oct-3-yl)-7,8-dihydro-6H-9-oxa-1,3,6-triazabenzocyclohepten-5-one suspended in 2 ml of dioxane are heated at 50° C. for 30 minutes in the presence of 179 μl of a 1.9 M solution of phosgene (339.75 μmol) in toluene and 58 μl (339.5 μmol) of DIEA. 101 mg (1.13 mmol) of 2-hydroxy-2-methylpropylamine dissolved in 1 ml of dioxane are then added. The reaction medium is stirred for 16 hours at room temper... Reactants: FC(C=1C=C(C=CC1O[C@H](C(F)(F)F)C)C1=NC(=NO1)C1=C2C=CN(C2=CC=C1)CC(=O)N1CCN(CC1)C(=O)OC(C)(C)C)(F)F (tertiary-butyl 4-{[4-(5-{3-(trifluoromethyl)-4-[(1S)-2,2,2-trifluoro-1-methylethoxy]phenyl}-1,2,4-oxadiazol-3-yl)-1H-indol-1-yl]acetyl}piperazine-1-carboxylate), Cl.O1CCOCC1 (HCl dioxane). The solvent is C(Cl)Cl (methylene chloride). Run at time 3 hour. Product: Cl.O=C(CN1C=CC2=C(C=CC=C12)C1=NOC(=N1)C1=CC(=C(C=C1)O[C@H](C(F)(F)F)C)C(F)(F)F)N1CCNCC1 (1-(2-oxo-2-piperazin-1-ylethyl)-4-(5-{3-(trifluoromethyl)-4-[(1S)-2,2,2-trifluoro-1-methylethoxy]phenyl}-1,2,4-oxadiazol-3-yl)-1H-indole hydrochloride). As a reaction SMILES: [F:1][C:2]([F:47])([F:46])[C:3]1[CH:4]=[C:5]([C:16]2[O:20][N:19]=[C:18]([C:21]3[CH:29]=[CH:28][CH:27]=[C:26]4[C:22]=3[CH:23]=[CH:24][N:25]4[CH2:30][C:31]([N:33]3[CH2:38][CH2:37][N:36](C(OC(C)(C)C)=O)[CH2:35][CH2:34]3)=[O:32])[N:17]=2)[CH:6]=[CH:7][C:8]=1[O:9][C@@H:10]([CH3:15])[C:11]([F:14])([F:13])[F:12].[ClH:48].O1CCOCC1>C(Cl)Cl>[ClH:48].[O:32]=[C:31]([N:33]1[CH2:34][CH2:35][NH:36][CH2:37][CH2:38]1)[CH2:30][N:25]1[C:26]2[C:22](=[C:21]([C:18]3[N:17]=[C:16]([C:5]4[CH:6]=[CH:7][C:8]([O:9][C@@H:10]([CH3:15])[C:11]([F:12])([F:13])[F:14])=[C:3]([C:2]([F:47])([F:46])[F:1])[CH:4]=4)[O:20][N:19]=3)[CH:29]=[CH:28][CH:27]=2)[CH:23]=[CH:24]1 |f:1.2,4.5|. Reported procedure: To a solution of tertiary-butyl 4-{[4-(5-{3-(trifluoromethyl)-4-[(1S)-2,2,2-trifluoro-1-methylethoxy]phenyl}-1,2,4-oxadiazol-3-yl)-1H-indol-1-yl]acetyl}piperazine-1-carboxylate (70.7 mg) in methylene chloride (1 ml) was added dropwise 10 equivalents of 4M HCl/dioxane, followed by stirring at room temperature for 3 hours. After 5 hours, the reaction solution was concentrated. With addition of diisopropyl ether, a white solid was precipitated. The white solid was washed with IPE to obtain 1-(2-oxo...